This data is from the Open Reaction Database (ORD), a public repository of structured organic reaction records. The task is: describe an organic reaction: reactants, conditions, products, and yield The reactants are [OH-].[Na+] (sodium hydroxide), [N+](=O)(O)[O-] (nitric acid), COC=1C(=[N+](C=CC1)[O-])C (3-methoxy-2-methylpyridine 1-oxide), [N+](=O)(O)[O-] (nitric acid). The solvent is C(C)(=O)O (acetic acid). Run at time 8 hour. Product: COC=1C(=[N+](C=CC1[N+](=O)[O-])[O-])C (3-Methoxy-2-methyl-4-nitropyridine 1-oxide). As a reaction SMILES: [N+:1]([O-:4])(O)=[O:2].[CH3:5][O:6][C:7]1[C:8]([CH3:14])=[N+:9]([O-:13])[CH:10]=[CH:11][CH:12]=1.[OH-].[Na+]>C(O)(=O)C>[CH3:5][O:6][C:7]1[C:8]([CH3:14])=[N+:9]([O-:13])[CH:10]=[CH:11][C:12]=1[N+:1]([O-:4])=[O:2] |f:2.3|. Reported procedure: 8 ml of concentrated nitric acid are added in four portions of 2 ml each to 5.4 g of 3-methoxy-2-methylpyridine 1-oxide in 12 ml of glacial acetic acid at 80° C. in the course of 6 hours, the mixture is stirred at the same temperature overnight, a further 8 ml of nitric acid are added in three portions in the course of 6 hours and the mixture is stirred for a further 15 hours. After cooling, the mixture is poured onto ice (40 g) and brought to pH 6 with 10N sodium hydroxide solution, the byprodu... Starting materials: CC1=C(C=C(C=C1)C=1OC(=NN1)C)C1=CC=C(C=C1)C(=O)O (2′-Methyl-5′-(5methyl-1,3,4-oxadiazol-2-yl)-1,1′-biphenyl-4-carboxylic acid), C(C(=O)Cl)(=O)Cl (oxalyl chloride), CN(C)C=O (DMF), C(#N)C=1C=C(N)C=CC1 (3-Cyanoaniline). The reagents and catalysts are CN(C)C=O (DMF). Solvent: C(Cl)Cl (DCM). Reaction conditions: time 35 minute. Yields the product C(#N)C=1C=C(C=CC1)NC(=O)C1=CC=C(C=C1)C1=C(C=CC(=C1)C=1OC(=NN1)C)C (N-(3-cyanophenyl)-2′-methyl-5′-(5-methyl-1,3,4-oxadiazol-2-yl)-1,1′-biphenyl-4-carboxamide). Isolated yield 8.2%. As a reaction SMILES: [CH3:1][C:2]1[CH:7]=[CH:6][C:5]([C:8]2[O:9][C:10]([CH3:13])=[N:11][N:12]=2)=[CH:4][C:3]=1[C:14]1[CH:19]=[CH:18][C:17]([C:20]([OH:22])=O)=[CH:16][CH:15]=1.C(Cl)(=O)C(Cl)=O.[C:29]([C:31]1[CH:32]=[C:33]([CH:35]=[CH:36][CH:37]=1)[NH2:34])#[N:30].CN(C=O)C>CN(C=O)C.C(Cl)Cl>[C:29]([C:31]1[CH:32]=[C:33]([NH:34][C:20]([C:17]2[CH:16]=[CH:15][C:14]([C:3]3[CH:4]=[C:5]([C:8]4[O:9][C:10]([CH3:13])=[N:11][N:12]=4)[CH:6]=[CH:7][C:2]=3[CH3:1])=[CH:19][CH:18]=2)=[O:22])[CH:35]=[CH:36][CH:37]=1)#[N:30]. Reported procedure: 2′-Methyl-5′-(5methyl-1,3,4-oxadiazol-2-yl)-1,1′-biphenyl-4-carboxylic acid (100 mg, 0.34 mmol), oxalyl chloride (0.03 ml, 0.41 mmol), and DMF (1 drop) were mixed in DCM (5 ml) and stirred at room temperature for 35 min. 3-Cyanoaniline (44 mg, 0.374 mmol) was added to the solution and the mixture stirred for 2 h; DMF (1 ml) was added and stirring continued for 18 h. The solvents were evaporated from the reaction under vacuum and the residue chromatographed on an SPE (silica, 5 g), eluting with D...